Dataset: the Open Reaction Database (ORD), a public repository of structured organic reaction records. Task: describe an organic reaction: reactants, conditions, products, and yield Reactants: C#CC1(O)CCCCC1, Cc1ccccc1, COC(=O)Cl, [Na], c1ccccc1. The product is C#CC1(OC(=O)OC)CCCCC1. RXN SMILES: [C:1](#[CH:2])[C:3]1([OH:9])[CH2:4][CH2:5][CH2:6][CH2:7][CH2:8]1.[CH3:22][c:23]1[cH:24][cH:25][cH:26][cH:27][cH:28]1.[Cl:11][C:12](=[O:13])[O:14][CH3:15].[Na:10].[cH:16]1[cH:17][cH:18][cH:19][cH:20][cH:21]1>>[C:1](#[CH:2])[C:3]1([O:9][C:12](=[O:13])[O:14][CH3:15])[CH2:4][CH2:5][CH2:6][CH2:7][CH2:8]1.